Dataset: the Open Reaction Database (ORD), a public repository of structured organic reaction records. Task: describe an organic reaction: reactants, conditions, products, and yield The reactants are C([O-])([O-])=O.[K+].[K+] (Potassium carbonate), O1C(=NC2=C1C=CC=C2)N2[C@@H](CCCC2)C(=O)N[C@@H]2CNCC2 ((2S)-1-(1,3-benzoxazol-2-yl)-N2-[(3S)-pyrrolidin-3-yl]-2-piperidinecarboxamide), ClCC1=NC=CC=C1 (2-(chloromethyl)pyridine), ClCC1=NC=CC=C1 (2-(Chloromethyl)pyridine), Cl.ClCC1=NC=CC=C1 (2-(chloromethyl)pyridine hydrochloride). The solvent is C(C)#N (acetonitrile). Reaction conditions: time 18 hour. The product is N (ammonia), O1C(=NC2=C1C=CC=C2)N2[C@@H](CCCC2)C(=O)N[C@@H]2CN(CC2)CC2=NC=CC=C2 ((2S)-1-(1,3-benzoxazol-2-yl)-N2-[(3S)-1-(2-pyridinylmethyl)pyrrolidin-3-yl]-2-piperidinecarboxamide). Reaction SMILES: C(=O)([O-])[O-].[K+].[K+].[O:7]1[C:11]2[CH:12]=[CH:13][CH:14]=[CH:15][C:10]=2[N:9]=[C:8]1[N:16]1[CH2:21][CH2:20][CH2:19][CH2:18][C@H:17]1[C:22]([NH:24][C@H:25]1[CH2:29][CH2:28][NH:27][CH2:26]1)=[O:23].Cl[CH2:31][C:32]1[CH:37]=[CH:36][CH:35]=[CH:34][N:33]=1.Cl.ClCC1C=CC=CN=1>C(#N)C>[NH3:9].[O:7]1[C:11]2[CH:12]=[CH:13][CH:14]=[CH:15][C:10]=2[N:9]=[C:8]1[N:16]1[CH2:21][CH2:20][CH2:19][CH2:18][C@H:17]1[C:22]([NH:24][C@H:25]1[CH2:29][CH2:28][N:27]([CH2:31][C:32]2[CH:37]=[CH:36][CH:35]=[CH:34][N:33]=2)[CH2:26]1)=[O:23] |f:0.1.2,5.6|. Procedure details: Potassium carbonate (0.052 g) was added to a solution of (2S)-1-(1,3-benzoxazol-2-yl)-N2-[(3S)-pyrrolidin-3-yl]-2-piperidinecarboxamide (108.2 mg) [see Example 4] and 2-(chloromethyl)pyridine in acetonitrile (6.8 ml, 0.055M) at 0° C. [2-(Chloromethyl)pyridine was prepared from 2-(chloromethyl)pyridine hydrochloride by partitioning between diethyl ether and saturated aqueous sodium hydrogen carbonate solution. The separated organic phase was washed with brine, dried over magnesium sulphate and th... Starting materials: BrB(Br)Br, C1=CCCCC1, ClCCl, COc1cccc(S(=O)(=O)N2c3cc(F)ccc3-c3cc(F)ccc3C2C)c1. Yields the product CC1c2ccc(F)cc2-c2ccc(F)cc2N1S(=O)(=O)c1cccc(O)c1. As a reaction SMILES: [B:35]([Br:36])([Br:37])[Br:38].[CH2:29]1[CH2:30][CH:31]=[CH:32][CH2:33][CH2:34]1.[Cl:39][CH2:40][Cl:41].[F:1][c:2]1[cH:3][cH:4][c:5]2[c:14]([cH:15]1)[N:13]([S:16](=[O:17])(=[O:18])[c:19]1[cH:20][c:21]([O:25][CH3:26])[cH:22][cH:23][cH:24]1)[CH:12]([CH3:27])[c:11]1[c:6]-2[cH:7][c:8]([F:28])[cH:9][cH:10]1>>[F:1][c:2]1[cH:3][cH:4][c:5]2[c:14]([cH:15]1)[N:13]([S:16](=[O:17])(=[O:18])[c:19]1[cH:20][c:21]([OH:25])[cH:22][cH:23][cH:24]1)[CH:12]([CH3:27])[c:11]1[c:6]-2[cH:7][c:8]([F:28])[cH:9][cH:10]1.